Dataset: the Open Reaction Database (ORD), a public repository of structured organic reaction records. Task: describe an organic reaction: reactants, conditions, products, and yield Reactants: ClC=1C2=C(C=C3C(C=C(NC13)C(=O)O)=O)C(C=C(N2)C(=O)O)=O (10-chloro-1,4,6,9-tetrahydro-4,6-dioxopyrido[3,2-g]quinoline-2,8-dicarboxylic acid), C([O-])(O)=O.[Na+] (sodium bicarbonate). The product is ClC=1C2=C(C=C3C(C=C(NC13)C(=O)[O-])=O)C(C=C(N2)C(=O)[O-])=O.[Na+].[Na+] (Disodium 10-chloro-1,4,6,9-tetrahydro-4,6-dioxopyrido[3,2-g]quinoline-2,8-dicarboxylate). RXN SMILES: [Cl:1][C:2]1[C:3]2[NH:19][C:18]([C:20]([OH:22])=[O:21])=[CH:17][C:16](=[O:23])[C:4]=2[CH:5]=[C:6]2[C:11]=1[NH:10][C:9]([C:12]([OH:14])=[O:13])=[CH:8][C:7]2=[O:15].C(=O)(O)[O-].[Na+:28]>>[Cl:1][C:2]1[C:11]2[NH:10][C:9]([C:12]([O-:14])=[O:13])=[CH:8][C:7](=[O:15])[C:6]=2[CH:5]=[C:4]2[C:3]=1[NH:19][C:18]([C:20]([O-:22])=[O:21])=[CH:17][C:16]2=[O:23].[Na+:28].[Na+:28] |f:1.2,3.4.5|. Procedure details: The diacid prepared in Example 7 is dissolved in hot 4% sodium bicarbonate. Upon cooling, the disodium salt precipitates and is collected by filtration. Recrystallization from water gives a yellow solid melting above 310° C. The reactants are C(#N)C1=CC=C(OC=2C=C(C=C(C2)OC2=CC=C(C=C2)C#N)NC(=O)C2CCNCC2)C=C1 (4-[3,5-bis-(4-cyano-phenoxy)-phenyl-carbamoyl]-piperidine), C(C)(C)(C)OC(NCCBr)=O ((2-bromo-ethyl)-carbamic acid tert-butyl ester). Product: C(C)(C)(C)OC(NCCN1CCC(CC1)C(NC1=CC(=CC(=C1)OC1=CC=C(C=C1)C#N)OC1=CC=C(C=C1)C#N)=O)=O ((2-{4-[3,5-Bis-(4-cyano-phenoxy)-phenylcarbamoyl]-piperidin-1-yl}-ethyl)-carbamic Acid Tert-butyl Ester). Yield: 37.8%. Reaction SMILES: [C:1]([C:3]1[CH:33]=[CH:32][C:6]([O:7][C:8]2[CH:9]=[C:10]([NH:23][C:24]([CH:26]3[CH2:31][CH2:30][NH:29][CH2:28][CH2:27]3)=[O:25])[CH:11]=[C:12]([O:14][C:15]3[CH:20]=[CH:19][C:18]([C:21]#[N:22])=[CH:17][CH:16]=3)[CH:13]=2)=[CH:5][CH:4]=1)#[N:2].[C:34]([O:38][C:39](=[O:44])[NH:40][CH2:41][CH2:42]Br)([CH3:37])([CH3:36])[CH3:35]>>[C:34]([O:38][C:39](=[O:44])[NH:40][CH2:41][CH2:42][N:29]1[CH2:28][CH2:27][CH:26]([C:24](=[O:25])[NH:23][C:10]2[CH:11]=[C:12]([O:14][C:15]3[CH:16]=[CH:17][C:18]([C:21]#[N:22])=[CH:19][CH:20]=3)[CH:13]=[C:8]([O:7][C:6]3[CH:5]=[CH:4][C:3]([C:1]#[N:2])=[CH:33][CH:32]=3)[CH:9]=2)[CH2:31][CH2:30]1)([CH3:37])([CH3:36])[CH3:35]. Procedure details: Following the procedure of Example 11(e) 4-[3,5-bis-(4-cyano-phenoxy)-phenyl-carbamoyl]-piperidine (0.8 g, 1.82 mmol) and (2-bromo-ethyl)-carbamic acid tert-butyl ester (0.49 g, 2.19 mmol) were used to afford 0.4 g of the required product. 1H NMR (DMSO-d6): δ 1.4 (9H, s), 1.42 (4H, m), 2.31 (3H, m), 1.8 (2H, t), 2.81 (2H, m), 3.15 (1H, m), 3.7 (1H, m), 6.76 (1H, s), 7.26 (6H, m), 7.86 (4H, d). Reactants: C(C)(C)(C)C=1C(=NN2C1N=CC=C2)N (3-tert-butylpyrazolo[1,5-a]pyrimidin-2-amine), COC1=CC=C(C=C1)CC(=O)O (4-methoxyphenylacetic acid). Product: C(C)(C)(C)C=1C(=NN2C1N=CC=C2)NC(CC2=CC=C(C=C2)OC)=O (N-(3-tert-butylpyrazolo[1,5-a]pyrimidin-2-yl)-2-(4-methoxyphenyl)acetamide). As a reaction SMILES: [C:1]([C:5]1[C:6]([NH2:14])=[N:7][N:8]2[CH:13]=[CH:12][CH:11]=[N:10][C:9]=12)([CH3:4])([CH3:3])[CH3:2].[CH3:15][O:16][C:17]1[CH:22]=[CH:21][C:20]([CH2:23][C:24](O)=[O:25])=[CH:19][CH:18]=1>>[C:1]([C:5]1[C:6]([NH:14][C:24](=[O:25])[CH2:23][C:20]2[CH:21]=[CH:22][C:17]([O:16][CH3:15])=[CH:18][CH:19]=2)=[N:7][N:8]2[CH:13]=[CH:12][CH:11]=[N:10][C:9]=12)([CH3:4])([CH3:2])[CH3:3]. Procedure details: The product from Example 105B and 4-methoxyphenylacetic acid were processed using the method analogous to that described in Example 137 to afford the title compound. 1H NMR (300 MHz, DMSO-d6) δ ppm 1.39 (s, 9H), 3.55 (s, 2H), 3.74 (s, 3H), 6.87-6.97 (m, 2H), 6.99 (dd, J=7.1, 4.1 Hz, 1H), 7.23-7.26 (m, 2H), 8.47 (dd, J=3.9, 1.9 Hz, 1H), 8.91 (dd, J=7.0, 1.5 Hz, 1H), 9.87 (s, 1H); MS (DCI) m/z 339 (M+H)+. Starting materials: C(C)N(C=1C=C(C(C=O)=CC1)O)CC (4-Diethylaminosalicylaldehyde), C(=O)(O)C=P(C1=CC=CC=C1)(C1=CC=CC=C1)C1=CC=CC=C1 (carboxymethylidene-triphenylphosphorane), C1=CC=CC=C1 (benzene). The product is C(C)OC(C=CC1=C(C=C(C=C1)N(CC)CC)O)=O (3-(4-diethylamino-2-hydroxyphenyl)-2-propenic acid ethyl ester). Yield: 70.0%. RXN SMILES: [CH2:1]([N:3]([CH2:13][CH3:14])[C:4]1[CH:5]=[C:6]([OH:12])[C:7](=[CH:10][CH:11]=1)[CH:8]=O)[CH3:2].[C:15]([CH:18]=P(C1C=CC=CC=1)(C1C=CC=CC=1)C1C=CC=CC=1)([OH:17])=[O:16].[CH:38]1C=CC=C[CH:39]=1>>[CH2:38]([O:17][C:15](=[O:16])[CH:18]=[CH:8][C:7]1[CH:10]=[CH:11][C:4]([N:3]([CH2:13][CH3:14])[CH2:1][CH3:2])=[CH:5][C:6]=1[OH:12])[CH3:39]. Reported procedure: 4-Diethylaminosalicylaldehyde (25.0 g, 129 mmol; Tokyo Kasei Ind. Co. Ltd.) and carboxymethylidene-triphenylphosphorane (49.0 g, 140 mmol; Aldrich Inc.) were stirred in 300 ml of anhydrous benzene at room temperature overnight under a nitrogen atmosphere and the reaction was allowed to complete, during which period the reaction was conducted in a dark room. Then, the solvent was removed in vacuo, and the resulting crude product was crudely purified by silica gel column chromatography (hexane/eth... Reactants: N1=CC=CC=C1 (Pyridine), ClC=1C=C2C(CC(NC2=CC1)C=1C=C(C=CC1)S(=O)(=O)Cl)(C)C (3-(6-Chloro-4,4-dimethyl-1,2,3,4-tetrahydro-quinolin-2-yl)-benzenesulfonyl chloride), Cl.CN (methylamine hydrochloride). Run in ClCCl (dichloromethane). Conditions: temperature 0 celsius, time 2 hour. Yields the product ClC=1C=C2C(CC(NC2=CC1)C=1C=C(C=CC1)S(=O)(=O)NC)(C)C (3-(6-chloro-4,4-dimethyl-1,2,3,4-tetrahydro-quinolin-2-yl)-N-methyl-benzenesulfonamide). Isolated yield 40.0%. RXN SMILES: [Cl:1][C:2]1[CH:3]=[C:4]2[C:9](=[CH:10][CH:11]=1)[NH:8][CH:7]([C:12]1[CH:13]=[C:14]([S:18](Cl)(=[O:20])=[O:19])[CH:15]=[CH:16][CH:17]=1)[CH2:6][C:5]2([CH3:23])[CH3:22].[N:24]1C=CC=C[CH:25]=1.Cl.CN>ClCCl>[Cl:1][C:2]1[CH:3]=[C:4]2[C:9](=[CH:10][CH:11]=1)[NH:8][CH:7]([C:12]1[CH:13]=[C:14]([S:18]([NH:24][CH3:25])(=[O:20])=[O:19])[CH:15]=[CH:16][CH:17]=1)[CH2:6][C:5]2([CH3:23])[CH3:22] |f:2.3|. Reported procedure: 3-(6-Chloro-4,4-dimethyl-1,2,3,4-tetrahydro-quinolin-2-yl)-benzenesulfonyl chloride (234 mg, 0.63 mmol) was dissolved in dichloromethane (5 ml). Pyridine (5 ml) was added to the mixture. The resulting solution was cooled to 0° C., and methylamine hydrochloride (64 mg, 0.95 mmol) was added. The mixture was stirred at room temperature for 2 h. Solvent was removed and the residue was purified on Thin layer chromatography using petroleum ether/ethyl acetate=3:1 as eluent to afford 3-(6-chloro-4,4-di... Reactants: CC(C)([O-])C.[K+] (potassium t-butoxide), CC(=O)O (HOAc), BrC1=CC(=C(C=C1)CC#N)C ((4-Bromo-2-methyl-phenyl)-acetonitrile), CN(C)C=O (DMF), IC (iodomethane). Run in O (water). Run at time 15 minute. Product: BrC1=CC(=C(C=C1)C(C#N)(C)C)C (2-(4-Bromo-2-methyl-phenyl)-2-methyl-propionitrile). As a reaction SMILES: [Br:1][C:2]1[CH:7]=[CH:6][C:5]([CH2:8][C:9]#N)=[C:4]([CH3:11])[CH:3]=1.[CH3:12]C(C)([O-])C.[K+].IC.CC(O)=O.C[N:25]([CH:27]=O)C>O>[Br:1][C:2]1[CH:7]=[CH:6][C:5]([C:8]([CH3:12])([CH3:9])[C:27]#[N:25])=[C:4]([CH3:11])[CH:3]=1 |f:1.2|. Procedure: To a solution of (4-bromo-2-methyl-phenyl)-acetonitrile (1.26 g, 6 mmol) from step 3 above in DMF (15 mL) cooled to −10° C. was added a potassium t-butoxide (1.62 g, 14.4 mmol). The reaction was stirred for 15 minutes, iodomethane (0.86 mL, 13.8 mmol) was added slowly. The reaction was stirred for 2 hours then quenched with HOAc (0.51 mL, 9 mmol). The reaction mixture stirred for 20 minutes and mixed with IPE (250 mL) and water (200 mL). The layers were separated, and the aqueous layer was extra...